This data is from the Open Reaction Database (ORD), a public repository of structured organic reaction records. The task is: describe an organic reaction: reactants, conditions, products, and yield Reactants: O=C([O-])[O-], ClCCl, O=C(Cl)c1ccc(F)cc1, [K+], [K+], O=C(O)C1CCNCC1, O. The product is O=C(O)C1CCN(C(=O)c2ccc(F)cc2)CC1. As a reaction SMILES: [C:10](=[O:11])([O-:12])[O-:13].[CH2:27]([Cl:28])[Cl:29].[F:16][c:17]1[cH:18][cH:19][c:20]([C:21](=[O:22])[Cl:23])[cH:24][cH:25]1.[K+:14].[K+:15].[NH:1]1[CH2:2][CH2:3][CH:4]([C:7](=[O:8])[OH:9])[CH2:5][CH2:6]1.[OH2:26]>>[N:1]1([C:21]([c:20]2[cH:19][cH:18][c:17]([F:16])[cH:25][cH:24]2)=[O:22])[CH2:2][CH2:3][CH:4]([C:7](=[O:8])[OH:9])[CH2:5][CH2:6]1. The reactants are CC=1C=C(C=C(C1)NC1=NC=CC(=N1)C(F)(F)F)C1=CN=C(S1)C1(CCNCC1)O (4-[5-(3-methyl-5-{[4-(trifluoromethyl)pyrimidin-2-yl]amino}-phenyl)-1,3-thiazol-2-yl]piperidin-4-ol), [O-]C#N.[K+] (potassium cyanate), Cl (hydrochloric acid), [O-]C#N.[K+] (potassium cyanate), Cl (HCl). The solvent is C1CCOC1.O (THF Water), C(=O)(O)[O-].[Na+] (NaHCO3). Run at temperature 50 celsius, time 8 hour. The product is OC1(CCN(CC1)C(=O)N)C=1SC(=CN1)C1=CC(=CC(=C1)NC1=NC=CC(=N1)C(F)(F)F)C (4-hydroxy-4-[5-(3-methyl-5-{[4-(trifluoromethyl)pyrimidin-2-yl]amino}phenyl)-1,3-thiazol-2-yl]piperidine-1-carboxamide). Isolated yield 73.5%. RXN SMILES: [CH3:1][C:2]1[CH:3]=[C:4]([C:19]2[S:23][C:22]([C:24]3([OH:30])[CH2:29][CH2:28][NH:27][CH2:26][CH2:25]3)=[N:21][CH:20]=2)[CH:5]=[C:6]([NH:8][C:9]2[N:14]=[C:13]([C:15]([F:18])([F:17])[F:16])[CH:12]=[CH:11][N:10]=2)[CH:7]=1.[O-:31][C:32]#[N:33].[K+].Cl>C1COCC1.O.C([O-])(O)=O.[Na+]>[OH:30][C:24]1([C:22]2[S:23][C:19]([C:4]3[CH:5]=[C:6]([NH:8][C:9]4[N:14]=[C:13]([C:15]([F:17])([F:18])[F:16])[CH:12]=[CH:11][N:10]=4)[CH:7]=[C:2]([CH3:1])[CH:3]=3)=[CH:20][N:21]=2)[CH2:25][CH2:26][N:27]([C:32]([NH2:33])=[O:31])[CH2:28][CH2:29]1 |f:1.2,4.5,6.7|. Procedure: To 15 mg (0.034 mmol) of 4-[5-(3-methyl-5-{[4-(trifluoromethyl)pyrimidin-2-yl]amino}-phenyl)-1,3-thiazol-2-yl]piperidin-4-ol in THF/Water (3:1, 1 mL) was added 4.2 mg (0.052 mmol, 1.5 eq) of potassium cyanate and 2N hydrochloric acid (22 μL, 1.3 eq). The mixture was heated at 50° C. for 6 h and then another 1.5 eq of potassium cyanate and 1.5 eq HCl added and the mixture stirred at 50° C. overnight. The reaction was diluted with saturated aqueous NaHCO3 and was partitioned with ethyl acetate. Th... Reactants: C(C)(=O)NC1=C(NC2=CC(=CC=C12)Cl)C(=O)C1=NC=CC(=C1)CO[Si](C)(C)C(C)(C)C (3-Acetylamino-6-chloro-2-[4-[(tert-butyldimethylsilyloxy)methyl]pyridine-2-carbonyl]indole), CCCC[N+](CCCC)(CCCC)CCCC.[F-] (TBAF), [OH-].[K+] (potassium hydroxide). Solvent: C1CCOC1 (THF), C1CCOC1 (THF), O (water). Run at time 30 minute. Yields the product C(C)(=O)NC1=C(NC2=CC(=CC=C12)Cl)C(=O)C1=NC=CC(=C1)CO (3-Acetylamino-6-chloro-2-[4-(hydroxymethyl)pyridine-2-carbonyl]indole). The yield is 33.3%. Reaction SMILES: [C:1]([NH:4][C:5]1[C:13]2[C:8](=[CH:9][C:10]([Cl:14])=[CH:11][CH:12]=2)[NH:7][C:6]=1[C:15]([C:17]1[CH:22]=[C:21]([CH2:23][O:24][Si](C(C)(C)C)(C)C)[CH:20]=[CH:19][N:18]=1)=[O:16])(=[O:3])[CH3:2].CCCC[N+](CCCC)(CCCC)CCCC.[F-].[OH-].[K+]>C1COCC1.O>[C:1]([NH:4][C:5]1[C:13]2[C:8](=[CH:9][C:10]([Cl:14])=[CH:11][CH:12]=2)[NH:7][C:6]=1[C:15]([C:17]1[CH:22]=[C:21]([CH2:23][OH:24])[CH:20]=[CH:19][N:18]=1)=[O:16])(=[O:3])[CH3:2] |f:1.2,3.4|. Reported procedure: To a solution of 3-acetylamino-6-chloro-2-[4-[(tert-butyldimethylsilyloxy)methyl]pyridine-2-carbonyl]indole (step 6, 240 mg, 0.454 mmol) in THF (10 ml) was added 1M TBAF in THF (0.7 ml, 0.681 mmol) at 0° C. After stirring for 30 min, potassium hydroxide (90 mg, 1.36 mmol) in water (2 ml) was added at 0° C. The mixture was stirred for an additional 1 h at room temperature and concentrated. The residue was diluted with ethyl acetate (100 ml), and then washed with water (30 ml×2) and dried (MgSO4)....